From a dataset of the Open Reaction Database (ORD), a public repository of structured organic reaction records. describe an organic reaction: reactants, conditions, products, and yield The reactants are C#CCCC (Pent-1-yne), IC1=C(C(=O)OC)C=CC=C1 (methyl 2-iodobenzoate). Reagents/catalysts: [Cu]I (copper(I) iodide), C=1C=CC(=CC1)[P](C=2C=CC=CC2)(C=3C=CC=CC3)[Pd]([P](C=4C=CC=CC4)(C=5C=CC=CC5)C=6C=CC=CC6)([P](C=7C=CC=CC7)(C=8C=CC=CC8)C=9C=CC=CC9)[P](C=1C=CC=CC1)(C=1C=CC=CC1)C=1C=CC=CC1 (Pd(PPh3)4). The solvent is CN(C)C=O (DMF), CCN(CC)CC (Et3N). The product is C(#CCCC)C1=C(C(=O)OC)C=CC=C1 (methyl 2-(pent-1-ynyl)benzoate). Yield: 101.0%. RXN SMILES: [CH:1]#[C:2][CH2:3][CH2:4][CH3:5].I[C:7]1[CH:16]=[CH:15][CH:14]=[CH:13][C:8]=1[C:9]([O:11][CH3:12])=[O:10]>CN(C=O)C.CCN(CC)CC.[Cu]I.C1C=CC([P]([Pd]([P](C2C=CC=CC=2)(C2C=CC=CC=2)C2C=CC=CC=2)([P](C2C=CC=CC=2)(C2C=CC=CC=2)C2C=CC=CC=2)[P](C2C=CC=CC=2)(C2C=CC=CC=2)C2C=CC=CC=2)(C2C=CC=CC=2)C2C=CC=CC=2)=CC=1>[C:1]([C:7]1[CH:16]=[CH:15][CH:14]=[CH:13][C:8]=1[C:9]([O:11][CH3:12])=[O:10])#[C:2][CH2:3][CH2:4][CH3:5] |^1:34,36,55,74|. Reported procedure: Pent-1-yne (5.6 mL, 57.2 mmol) was added to methyl 2-iodobenzoate (5.6 mL, 38.2 mmol), copper(I) iodide (1.0 g, 5.72 mmol) and Pd(PPh3)4 (1.3 g, 1.14 mmol) in DMF (5 mL) and Et3N (1 mL) at RT for 3 hrs. The reaction was partitioned between Et2O and 0.1 M HClaqueous. The resulting organic phase was washed with 0.1 M HClaqueous, NaHCO3aqueous and brine. Organic phase was then anhydrified over Na2SO4 and dried under reduced pressure to give methyl 2-(pent-1-ynyl)benzoate (7.8 g) as a dark oil. The ... The reactants are CCOC(=O)C1=CC=2C(=NC=C(C2)OC(C2=CC=CC=C2)=O)N1C(=O)OC(C)(C)C (5-benzoyloxy-pyrrolo[2,3-b]pyridine-1,2-dicarboxylic acid 1-tert-butyl ester 2-ethyl ester), C(C)(C)(C)OC(=O)N1C[C@H]2CC3=CC(=C(N=C3N2[C@@H](C1)C)[C@@H](C)OC)Br ((4R,9aR)-7-bromo-6-(1-(R)-methoxy-ethyl)-4-methyl-3,4,9,9a-tetrahydro-1H-2,4a,5-triaza-fluorene-2-carboxylic acid tert-butyl ester). The product is C(C)(C)(C)OC(=O)N1C[C@H]2CC3=CC(=C(N=C3N2[C@@H](C1)C)[C@@H](C)OC)C=O ((4R,9aR)-7-Formyl-6-(1-(R)-methoxy-ethyl)-4-methyl-3,4,9,9a-tetrahydro-1H-2,4a,5-triaza-fluorene-2-carboxylic acid tert-butyl ester). Reaction SMILES: C[CH2:2][O:3]C(C1N(C(OC(C)(C)C)=O)C2=NC=C(OC(=O)C3C=CC=CC=3)C=C2C=1)=O.[C:31]([O:35][C:36]([N:38]1[CH2:50][C@@H:49]([CH3:51])[N:48]2[C@H:40]([CH2:41][C:42]3[C:47]2=[N:46][C:45]([C@H:52]([O:54][CH3:55])[CH3:53])=[C:44](Br)[CH:43]=3)[CH2:39]1)=[O:37])([CH3:34])([CH3:33])[CH3:32]>>[C:31]([O:35][C:36]([N:38]1[CH2:50][C@@H:49]([CH3:51])[N:48]2[C@H:40]([CH2:41][C:42]3[C:47]2=[N:46][C:45]([C@H:52]([O:54][CH3:55])[CH3:53])=[C:44]([CH:2]=[O:3])[CH:43]=3)[CH2:39]1)=[O:37])([CH3:34])([CH3:33])[CH3:32]. Procedure details: This compound was prepared in analogy to example 15, intermediate c) from (4R,9aR)-7-bromo-6-(1-(R)-methoxy-ethyl)-4-methyl-3,4,9,9a-tetrahydro-1H-2,4a,5-triaza-fluorene-2-carboxylic acid tert-butyl ester. The reactants are S(N)(=O)(=O)C1=CC=C(C=C1)NC1=NC2=CC(=CC=C2C=N1)C(=O)[O-] (2-(4-sulfamoylphenyl amino)quinazolin-7-carboxylate), [OH-].[Na+] (sodium hydroxide), CO (methanol). Procedure details: To 2-(4-sulfamoylphenyl amino)quinazolin-7-carboxylate was added 2N sodium hydroxide (4 eq) and methanol and the mixture was heated to 80° C. for 10 min. The saponification went to completion. The reaction mixture was concentrated and 1N HCl was added to precipitate methyl 2-(4-sulfamoylphenylamino)quinazolin-7-carboxylic acid as the HCl salt in quantitative yield. ES/MS m/z 344 (MH+). Yields the product CC1=NC(=NC2=CC(=CC=C12)C(=O)O)NC1=CC=C(C=C1)S(N)(=O)=O (methyl 2-(4-sulfamoylphenylamino)quinazolin-7-carboxylic acid). RXN SMILES: [S:1]([C:5]1[CH:10]=[CH:9][C:8]([NH:11][C:12]2[N:21]=[CH:20][C:19]3[C:14](=[CH:15][C:16]([C:22]([O-:24])=[O:23])=[CH:17][CH:18]=3)[N:13]=2)=[CH:7][CH:6]=1)(=[O:4])(=[O:3])[NH2:2].[OH-].[Na+].[CH3:27]O>>[CH3:27][C:20]1[C:19]2[C:14](=[CH:15][C:16]([C:22]([OH:24])=[O:23])=[CH:17][CH:18]=2)[N:13]=[C:12]([NH:11][C:8]2[CH:7]=[CH:6][C:5]([S:1](=[O:3])(=[O:4])[NH2:2])=[CH:10][CH:9]=2)[N:21]=1 |f:1.2|. Conditions: temperature 80 celsius. Reactants: [Si](C)(C)(C(C)(C)C)O[C@@H]1C([C@@H]2CCC=3C4=CC[C@H]([C@@H](CCC(=O)O)C)[C@]4(CCC3[C@]2(CC1)C)C)(C)C (3β-tert-butyldimethylsilyloxy-4,4-dimethyl-5α-chola-8,14-dien-24 oic acid), CN1CCOCC1 (N-methylmorpholine), C(C(C)C)OC(=O)Cl (isobutylchloroformate), solution, CNC (N,N-dimethylamine). Solvent: ClCCl (dichloromethane), C1CCOC1 (THF). Reaction conditions: temperature -15 celsius, time 8 hour. Yields the product CN(C(CC[C@@H](C)[C@H]1CC=C2C=3CC[C@H]4C([C@H](CC[C@]4(C)C3CC[C@]12C)O[Si](C)(C)C(C)(C)C)(C)C)=O)C (3β-tert-butyldimethylsilyloxy-4,4-dimethyl-5α-chola-8,14-dien-24 oic acid-N,N-dimethyl amide). As a reaction SMILES: [Si:1]([O:8][C@H:9]1[CH2:32][CH2:31][C@@:30]2([CH3:33])[C@@H:11]([CH2:12][CH2:13][C:14]3[C:15]4[C@:26]([CH3:34])([CH2:27][CH2:28][C:29]=32)[C@@H:18]([C@H:19]([CH3:25])[CH2:20][CH2:21][C:22]([OH:24])=O)[CH2:17][CH:16]=4)[C:10]1([CH3:36])[CH3:35])([C:4]([CH3:7])([CH3:6])[CH3:5])([CH3:3])[CH3:2].[CH3:37][N:38]1CCOC[CH2:39]1.C(OC(Cl)=O)C(C)C.CNC>ClCCl.C1COCC1>[CH3:37][N:38]([CH3:39])[C:22](=[O:24])[CH2:21][CH2:20][C@H:19]([C@@H:18]1[C@:26]2([CH3:34])[C:15]([C:14]3[CH2:13][CH2:12][C@@H:11]4[C@:30]([C:29]=3[CH2:28][CH2:27]2)([CH3:33])[CH2:31][CH2:32][C@H:9]([O:8][Si:1]([C:4]([CH3:6])([CH3:7])[CH3:5])([CH3:3])[CH3:2])[C:10]4([CH3:36])[CH3:35])=[CH:16][CH2:17]1)[CH3:25]. Reported procedure: 3β-tert-butyldimethylsilyloxy-4,4-dimethyl-5α-chola-8,14-dien-24 oic acid (0.30 g) is dissolved in 10 ml of dry dichloromethane. After cooling to −15° C., 0.07 ml of N-methylmorpholine and 0.084 ml of isobutylchloroformate is added and the mixture is stirred at −15° C. for 20 minutes, whereupon 1.74 ml of a 2.0 M solution of N,N-dimethylamine in THF) is added. The mixture is stirred overnight and the temperature is slowly elevated to room temperature. After aqueous work-up and crystallization fr... The reactants are CCOC(=O)CCBr, CC#N, CCN(C(C)C)C(C)C, CC(C)Oc1ncc(-c2nc(-c3cccc4c3OCCNC4)no2)cc1Cl, Cl. Yields the product CCOC(=O)CCN1CCOc2c(cccc2-c2noc(-c3cnc(OC(C)C)c(Cl)c3)n2)C1. RXN SMILES: [Br:38][CH2:39][CH2:40][C:41](=[O:42])[O:43][CH2:44][CH3:45].[CH3:46][C:47]#[N:48].[CH:29]([N:30]([CH2:31][CH3:32])[CH:33]([CH3:34])[CH3:35])([CH3:36])[CH3:37].[Cl:2][c:3]1[cH:4][c:5](-[c:13]2[n:14][c:15](-[c:18]3[cH:19][cH:20][cH:21][c:22]4[c:28]3[O:27][CH2:26][CH2:25][NH:24][CH2:23]4)[n:16][o:17]2)[cH:6][n:7][c:8]1[O:9][CH:10]([CH3:11])[CH3:12].[ClH:1]>>[Cl:2][c:3]1[cH:4][c:5](-[c:13]2[n:14][c:15](-[c:18]3[cH:19][cH:20][cH:21][c:22]4[c:28]3[O:27][CH2:26][CH2:25][N:24]([CH2:39][CH2:40][C:41](=[O:42])[O:43][CH2:44][CH3:45])[CH2:23]4)[n:16][o:17]2)[cH:6][n:7][c:8]1[O:9][CH:10]([CH3:11])[CH3:12]. The reactants are O=C([O-])[O-], COC(=O)c1cnc(Cl)cn1, [Cs+], [Cs+], OB(O)c1ccc(C(F)(F)F)cc1, CN(C)C=O, c1ccc(P(c2ccccc2)(c2ccccc2)[Pd](P(c2ccccc2)(c2ccccc2)c2ccccc2)(P(c2ccccc2)(c2ccccc2)c2ccccc2)P(c2ccccc2)(c2ccccc2)c2ccccc2)cc1. The product is COC(=O)c1cnc(-c2ccc(C(F)(F)F)cc2)cn1. Reaction SMILES: [C:25](=[O:26])([O-:27])[O-:28].[Cl:1][c:2]1[n:3][cH:4][c:5]([C:8](=[O:9])[O:10][CH3:11])[n:6][cH:7]1.[Cs+:29].[Cs+:30].[F:12][C:13]([c:14]1[cH:15][cH:16][c:17]([B:20]([OH:21])[OH:22])[cH:18][cH:19]1)([F:23])[F:24].[O:108]=[CH:109][N:110]([CH3:111])[CH3:112].[cH:31]1[cH:32][cH:33][c:34]([P:35]([Pd:36]([P:37]([c:38]2[cH:39][cH:40][cH:41][cH:42][cH:43]2)([c:44]2[cH:45][cH:46][cH:47][cH:48][cH:49]2)[c:50]2[cH:51][cH:52][cH:53][cH:54][cH:55]2)([P:56]([c:57]2[cH:58][cH:59][cH:60][cH:61][cH:62]2)([c:63]2[cH:64][cH:65][cH:66][cH:67][cH:68]2)[c:69]2[cH:70][cH:71][cH:72][cH:73][cH:74]2)[P:75]([c:76]2[cH:77][cH:78][cH:79][cH:80][cH:81]2)([c:82]2[cH:83][cH:84][cH:85][cH:86][cH:87]2)[c:88]2[cH:89][cH:90][cH:91][cH:92][cH:93]2)([c:94]2[cH:95][cH:96][cH:97][cH:98][cH:99]2)[c:100]2[cH:101][cH:102][cH:103][cH:104][cH:105]2)[cH:106][cH:107]1>>[c:2]1(-[c:17]2[cH:16][cH:15][c:14]([C:13]([F:12])([F:23])[F:24])[cH:19][cH:18]2)[n:3][cH:4][c:5]([C:8](=[O:9])[O:10][CH3:11])[n:6][cH:7]1.